Dataset: the Open Reaction Database (ORD), a public repository of structured organic reaction records. Task: describe an organic reaction: reactants, conditions, products, and yield Starting materials: C=1(C(=CC=CC1)C)C (xylene), three, C(Cl)C1CO1 (epichlorohydrin), CC(O)C1CCCCC1 (1-Methyl-1-cyclohexylmethanol), compound, Cl[Sn](Cl)(Cl)Cl (SnCl4), N1CCCC1 (pyrrolidine), [OH-].[Na+] (sodium hydroxide). Conditions: temperature 50 celsius, time 1.5 hour. Product: CC1(CCCCC1)COCC(CN1CCCC1)O (alpha-[((1-Methylcyclohexyl)methoxy)methyl]-1-pyrrolidineethanol). Isolated yield 55.0%. As a reaction SMILES: C[CH:2]([CH:4]1[CH2:9][CH2:8][CH2:7][CH2:6][CH2:5]1)[OH:3].[CH2:10]([CH:12]1[O:14][CH2:13]1)Cl.Cl[Sn](Cl)(Cl)Cl.[OH-].[Na+].[NH:22]1[CH2:26][CH2:25][CH2:24][CH2:23]1.[C:27]1(C)C(C)=CC=CC=1>>[CH3:27][C:4]1([CH2:2][O:3][CH2:10][CH:12]([OH:14])[CH2:13][N:22]2[CH2:26][CH2:25][CH2:24][CH2:23]2)[CH2:5][CH2:6][CH2:7][CH2:8][CH2:9]1 |f:3.4|. Procedure details: A two liter three necked round bottom flask was equipped with a mechanical stirrer, condenser, thermometer, two neck adapter, drying tube and a nitrogen inlet. 1-Methyl-1-cyclohexylmethanol (71.2 g; 0.555 mole) (the compound of Example 7a) was added to the reaction vessel followed by 100 ml of xylene and 43.4 ml (0.555 mole) of epichlorohydrin. The reaction was heated to 50° C. while stirring under nitrogen. 1.45 g (0.0056 mole) of SnCl4 was added. The reaction exothermed suddenly to 140° C. and... Reactants: O=C([O-])[O-], BrCc1ccccc1, CCCc1nc2snc(C)c2c(=O)[nH]1, CCOC(C)=O, [Cs+], [Cs+], C1COCCO1. Yields the product CCCc1nc2snc(C)c2c(=O)n1Cc1ccccc1. RXN SMILES: [C:23](=[O:24])([O-:25])[O-:26].[CH2:15]([c:16]1[cH:17][cH:18][cH:19][cH:20][cH:21]1)[Br:22].[CH3:1][c:2]1[n:3][s:4][c:5]2[n:6][c:7]([CH2:12][CH2:13][CH3:14])[nH:8][c:9](=[O:11])[c:10]12.[CH3:35][CH2:36][O:37][C:38]([CH3:39])=[O:40].[Cs+:27].[Cs+:28].[O:29]1[CH2:30][CH2:31][O:32][CH2:33][CH2:34]1>>[CH3:1][c:2]1[n:3][s:4][c:5]2[n:6][c:7]([CH2:12][CH2:13][CH3:14])[n:8]([CH2:15][c:16]3[cH:17][cH:18][cH:19][cH:20][cH:21]3)[c:9](=[O:11])[c:10]12.